This data is from the Open Reaction Database (ORD), a public repository of structured organic reaction records. The task is: describe an organic reaction: reactants, conditions, products, and yield The reactants are C(=NC1CCCCC1)=NC1CCCCC1, ClCCl, CC(Oc1ccc([N+](=O)[O-])cc1)C(=O)O, CC(Oc1ccc([N+](=O)[O-])cc1)C(=O)OCCO. Product: CC(Oc1ccc([N+](=O)[O-])cc1)C(=O)OCCOC(=O)C(C)Oc1ccc([N+](=O)[O-])cc1. RXN SMILES: [CH:34]1([N:35]=[C:36]=[N:37][CH:38]2[CH2:39][CH2:40][CH2:41][CH2:42][CH2:43]2)[CH2:44][CH2:45][CH2:46][CH2:47][CH2:48]1.[Cl:49][CH2:50][Cl:51].[N+:1](=[O:2])([O-:3])[c:4]1[cH:5][cH:6][c:7]([O:8][CH:9]([C:10](=[O:11])[OH:12])[CH3:13])[cH:14][cH:15]1.[OH:16][CH2:17][CH2:18][O:19][C:20]([CH:21]([CH3:22])[O:23][c:24]1[cH:25][cH:26][c:27]([N+:30](=[O:31])[O-:32])[cH:28][cH:29]1)=[O:33]>>[N+:1](=[O:2])([O-:3])[c:4]1[cH:5][cH:6][c:7]([O:8][CH:9]([C:10](=[O:11])[O:12][CH2:17][CH2:18][O:19][C:20]([CH:21]([CH3:22])[O:23][c:24]2[cH:25][cH:26][c:27]([N+:30](=[O:31])[O-:32])[cH:28][cH:29]2)=[O:33])[CH3:13])[cH:14][cH:15]1. Starting materials: CC1=CC=C(C=C1)N1OC(N(C1=O)CO)=O (2-(4-Methylphenyl)-4-hydroxymethyl-1,2,4-oxadiazolidin-3,5-dione), S(=O)(Cl)Cl (thionyl chloride). The solvent is C(Cl)(Cl)Cl (chloroform), C1(=CC=CC=C1)C (toluene), C(Cl)(Cl)Cl (chloroform), C1(=CC=CC=C1)C (toluene). Yields the product CC1=CC=C(C=C1)N1OC(N(C1=O)CCl)=O (2-(4-methylphenyl)-4-chloromethyl-1,2,4-oxadiazolidin-3,5-dione). As a reaction SMILES: [CH3:1][C:2]1[CH:7]=[CH:6][C:5]([N:8]2[C:12](=[O:13])[N:11]([CH2:14]O)[C:10](=[O:16])[O:9]2)=[CH:4][CH:3]=1.S(Cl)([Cl:19])=O>C(Cl)(Cl)Cl.C1(C)C=CC=CC=1>[CH3:1][C:2]1[CH:7]=[CH:6][C:5]([N:8]2[C:12](=[O:13])[N:11]([CH2:14][Cl:19])[C:10](=[O:16])[O:9]2)=[CH:4][CH:3]=1. Procedure: 2-(4-Methylphenyl)-4-hydroxymethyl-1,2,4-oxadiazolidin-3,5-dione (0.03 mole) dissolved in chloroform (40 ml) and thionyl chloride (0.06 mole) dissolved in chloroform (10 ml) are charged into a glass reaction vessel equipped with a mechanical stirrer, thermometer and reflux condenser. The reaction mixture is heated at reflux for a period of about 2 hours. After this time the reaction mixture is stripped of solvent under reduced pressure, leaving a residue. This residue is dissolved in toluene, an... Reactants: ClC1=NC2=NC=CC=C2C(=C1)Cl (2,4-dichloro-[1,8]naphthyridine), ClC=1C=CC(=C(C1)B(O)O)F (5-chloro-2-fluorophenylboronic acid), C([O-])(O)=O.[Na+] (sodium bicarbonate). Reagents/catalysts: C1=CC=C(C=C1)P(C2=CC=CC=C2)C3=CC=CC=C3.C1=CC=C(C=C1)P(C2=CC=CC=C2)C3=CC=CC=C3.Cl[Pd]Cl (bis-(triphenylphosphine)-palladium(II)-chloride). Run in CN(C)C=O (DMF), O (water), O (Water). Conditions: temperature 80 celsius, time 16 hour. Product: ClC1=CC(=NC2=NC=CC=C12)C1=C(C=CC(=C1)Cl)F (4-chloro-2-(5-chloro-2-fluoro-phenyl)-[1,8]naphthyridine). RXN SMILES: Cl[C:2]1[CH:11]=[C:10]([Cl:12])[C:9]2[C:4](=[N:5][CH:6]=[CH:7][CH:8]=2)[N:3]=1.[Cl:13][C:14]1[CH:15]=[CH:16][C:17]([F:23])=[C:18](B(O)O)[CH:19]=1.C(=O)(O)[O-].[Na+]>CN(C=O)C.O.C1C=CC(P(C2C=CC=CC=2)C2C=CC=CC=2)=CC=1.C1C=CC(P(C2C=CC=CC=2)C2C=CC=CC=2)=CC=1.Cl[Pd]Cl>[Cl:12][C:10]1[C:9]2[C:4](=[N:5][CH:6]=[CH:7][CH:8]=2)[N:3]=[C:2]([C:16]2[CH:15]=[C:14]([Cl:13])[CH:19]=[CH:18][C:17]=2[F:23])[CH:11]=1 |f:2.3,6.7.8|. Procedure details: A solution of 9.95 g (50.0 mmol) 2,4-dichloro-[1,8]naphthyridine, 8.72 g (50.0 mmol) 5-chloro-2-fluorophenylboronic acid and 5.04 g (60.0 mmol) sodium bicarbonate in 100 ml DMF and 50 ml water was heated to 80° C. under nitrogen. 701 mg (1.0 mmol) bis-(triphenylphosphine)-palladium(II)-chloride were added and the mixture was stirred for 16 hrs at 80° C. Water was added to the reaction mixture and the precipitate was filtered off, dried in vacuum and recrystallized from 2-propanol: 4-chloro-2-(5-...